describe an organic reaction: reactants, conditions, products, and yield From a dataset of the Open Reaction Database (ORD), a public repository of structured organic reaction records. Starting materials: COC(=O)C1=CC=CC=2NC(=NC21)NCC2CCN(CC2)CC2=C(C(=CC(=C2)Cl)Cl)O (2-{[1-(3,5-dichloro-2-hydroxy-benzyl)-piperidin-4-ylmethyl]-amino}-1H-benzimidazole-4-carboxylic acid methyl ester), C(C)(=O)OCC (Ethyl acetate), [OH-].[Li+] (lithium hydroxide), Cl (hydrochloric acid). The solvent is CO (methanol). Reaction conditions: temperature 50 celsius, time 2 hour. Product: ClC=1C(=C(CN2CCC(CC2)CNC2=NC3=C(N2)C=CC=C3C(=O)O)C=C(C1)Cl)O (2-{[1-(3,5-dichloro-2-hydroxy-benzyl)-piperidin-4-ylmethyl]-amino}-1H-benzimidazole-4-carboxylic acid). As a reaction SMILES: C[O:2][C:3]([C:5]1[C:13]2[N:12]=[C:11]([NH:14][CH2:15][CH:16]3[CH2:21][CH2:20][N:19]([CH2:22][C:23]4[CH:28]=[C:27]([Cl:29])[CH:26]=[C:25]([Cl:30])[C:24]=4[OH:31])[CH2:18][CH2:17]3)[NH:10][C:9]=2[CH:8]=[CH:7][CH:6]=1)=[O:4].[OH-].[Li+].Cl.C(OCC)(=O)C>CO>[Cl:30][C:25]1[C:24]([OH:31])=[C:23]([CH:28]=[C:27]([Cl:29])[CH:26]=1)[CH2:22][N:19]1[CH2:18][CH2:17][CH:16]([CH2:15][NH:14][C:11]2[NH:10][C:9]3[CH:8]=[CH:7][CH:6]=[C:5]([C:3]([OH:4])=[O:2])[C:13]=3[N:12]=2)[CH2:21][CH2:20]1 |f:1.2|. Procedure details: After suspending 2-{[1-(3,5-dichloro-2-hydroxy-benzyl)-piperidin-4-ylmethyl]-amino}-1H-benzimidazole-4-carboxylic acid methyl ester (993 mg, 2.14 mmol) in methanol (10 ml), an aqueous lithium hydroxide solution (4M, 5.4 ml, 21.4 mmol) was added. The reaction mixture was stirred at 50° C. for 2 hours and then cooled to room temperature. 1N hydrochloric acid was added dropwise to adjust the pH to approximately 6.0. Ethyl acetate (1 ml) was then added and the mixture was stirred for 3 hours, after ... Reaction SMILES: CC(C)[C@@H](N1CC2C(=CC=C(C3C=CC(NC(NC4C=CC=C(C(F)(F)F)C=4)=O)=CC=3)C=2)C1=O)C(O)=O.[O:38]=[C:39]1[C:47]2[C:42](=[CH:43][C:44]([C:48]3[CH:53]=[CH:52][C:51]([NH:54][C:55]([NH:57][C:58]4[CH:63]=[CH:62][CH:61]=[C:60]([C:64]([F:67])([F:66])[F:65])[CH:59]=4)=[O:56])=[CH:50][CH:49]=3)=[CH:45][CH:46]=2)[CH2:41][N:40]1[C@@H:68]([C:73]1[CH:78]=[CH:77][CH:76]=[CH:75][CH:74]=1)[C:69]([O:71]C)=[O:70]>>[O:38]=[C:39]1[C:47]2[C:42](=[CH:43][C:44]([C:48]3[CH:53]=[CH:52][C:51]([NH:54][C:55]([NH:57][C:58]4[CH:63]=[CH:62][CH:61]=[C:60]([C:64]([F:66])([F:65])[F:67])[CH:59]=4)=[O:56])=[CH:50][CH:49]=3)=[CH:45][CH:46]=2)[CH2:41][N:40]1[C@@H:68]([C:73]1[CH:74]=[CH:75][CH:76]=[CH:77][CH:78]=1)[C:69]([OH:71])=[O:70]. Isolated yield 92.0%. Reported procedure: The compound of example 373 was prepared analogous to the compound of example 361 by hydrolysis of the compound of example 372. The reactants are CC([C@H](C(=O)O)N1C(C2=CC=C(C=C2C1)C1=CC=C(C=C1)NC(=O)NC1=CC(=CC=C1)C(F)(F)F)=O)C ((R)-3-Methyl-2-(1-oxo-5-(4-(3-(3-(trifluoromethyl)phenyl)ureido)phenyl)isoindolin-2-yl)butanoic acid), O=C1N(CC2=CC(=CC=C12)C1=CC=C(C=C1)NC(=O)NC1=CC(=CC=C1)C(F)(F)F)[C@H](C(=O)OC)C1=CC=CC=C1 ((S)-Methyl 2-(1-oxo-5-(4-(3-(3-(trifluoromethyl)phenyl)ureido)phenyl)isoindolin-2-yl)-2-phenylacetate). Product: O=C1N(CC2=CC(=CC=C12)C1=CC=C(C=C1)NC(=O)NC1=CC(=CC=C1)C(F)(F)F)[C@H](C(=O)O)C1=CC=CC=C1 ((S)-2-(1-Oxo-5-(4-(3-(3-(trifluoromethyl)phenyl)ureido)phenyl)isoindolin-2-yl)-2-phenylacetic acid). The reactants are Cc1ccc(F)c2[nH]cnc12, [NH4+], [OH-], O=[N+]([O-])O, O=S(=O)(O)O. Yields the product Cc1c([N+](=O)[O-])cc(F)c2nc[nH]c12. As a reaction SMILES: [F:1][c:2]1[cH:3][cH:4][c:5]([CH3:11])[c:6]2[n:7][cH:8][nH:9][c:10]12.[NH4+:16].[OH-:17].[OH:12][N+:13]([O-:14])=[O:15].[S:18](=[O:19])(=[O:20])([OH:21])[OH:22]>>[F:1][c:2]1[cH:3][c:4]([N+:13](=[O:12])[O-:14])[c:5]([CH3:11])[c:6]2[nH:7][cH:8][n:9][c:10]12. Reactants: CCO, O=C1OC(=O)C2CCCCC12, Nc1ccc(O)cc1. Yields the product O=C1C2CCCCC2C(=O)N1c1ccc(O)cc1. Reaction SMILES: [CH3:20][CH2:21][OH:22].[CH:9]12[CH:10]([CH2:11][CH2:12][CH2:13][CH2:14]1)[C:15](=[O:16])[O:17][C:18]2=[O:19].[NH2:1][c:2]1[cH:3][cH:4][c:5]([OH:6])[cH:7][cH:8]1>>[N:1]1([c:2]2[cH:3][cH:4][c:5]([OH:6])[cH:7][cH:8]2)[C:15](=[O:16])[CH:10]2[CH:9]([CH2:14][CH2:13][CH2:12][CH2:11]2)[C:18]1=[O:17]. Run in FC(C(=O)O)(F)F (trifluoroacetic acid). Yield: 63.3%. The reactants are N1(CCC1)C(=O)[C@H]1CN(C[C@H](C1)N(CC(C)C)C(=O)C1=NC2=C(N1CCCCOC)C=CC(=C2)F)C(=O)OC(C)(C)C (tert-Butyl (3R,5S)-3-(azetidin-1-ylcarbonyl)-5-[{[5-fluoro-1-(4-methoxybutyl)-1H-benzimidazol-2-yl]carbonyl}(2-methylpropyl)amino]piperidine-1-carboxylate), C([O-])(O)=O.[Na+] (sodium bicarbonate). Product: N1(CCC1)C(=O)[C@@H]1C[C@@H](CNC1)N(C(=O)C1=NC2=C(N1CCCCOC)C=CC(=C2)F)CC(C)C (N-[(3S,5R)-5-(azetidin-1-ylcarbonyl)piperidin-3-yl]-5-fluoro-1-(4-methoxybutyl)-N-(2-methylpropyl)-1H-benzimidazole-2-carboxamide). Reaction conditions: time 1 hour. Procedure details: tert-Butyl (3R,5S)-3-(azetidin-1-ylcarbonyl)-5-[{[5-fluoro-1-(4-methoxybutyl)-1H-benzimidazol-2-yl]carbonyl}(2-methylpropyl)amino]piperidine-1-carboxylate (80 mg) was dissolved in trifluoroacetic acid (3 ml), and the mixture was stirred at room temperature for 1 hr. Aqueous sodium bicarbonate was added to the reaction mixture, and the mixture was extracted with ethyl acetate. The extract was washed with saturated brine, and dried over anhydrous sodium sulfate. The solvent was evaporated under re... As a reaction SMILES: [N:1]1([C:5]([C@@H:7]2[CH2:12][C@H:11]([N:13]([C:18]([C:20]3[N:24]([CH2:25][CH2:26][CH2:27][CH2:28][O:29][CH3:30])[C:23]4[CH:31]=[CH:32][C:33]([F:35])=[CH:34][C:22]=4[N:21]=3)=[O:19])[CH2:14][CH:15]([CH3:17])[CH3:16])[CH2:10][N:9](C(OC(C)(C)C)=O)[CH2:8]2)=[O:6])[CH2:4][CH2:3][CH2:2]1.C(=O)(O)[O-].[Na+]>FC(F)(F)C(O)=O>[N:1]1([C:5]([C@H:7]2[CH2:8][NH:9][CH2:10][C@@H:11]([N:13]([CH2:14][CH:15]([CH3:17])[CH3:16])[C:18]([C:20]3[N:24]([CH2:25][CH2:26][CH2:27][CH2:28][O:29][CH3:30])[C:23]4[CH:31]=[CH:32][C:33]([F:35])=[CH:34][C:22]=4[N:21]=3)=[O:19])[CH2:12]2)=[O:6])[CH2:2][CH2:3][CH2:4]1 |f:1.2|.